This data is from the Open Reaction Database (ORD), a public repository of structured organic reaction records. The task is: describe an organic reaction: reactants, conditions, products, and yield Starting materials: ClP(C1=CC=CC=C1)C1=CC=CC=C1 (chlorodiphenylphosphine), C1(=CC=CC=C1)C (toluene), C(C)(=O)O (acetic acid), O (water). The reagents and catalysts are [Mn] (manganese). Run in CN(C=O)C (N,N-dimethylformamide). Reaction conditions: temperature 100 celsius, time 6 hour. The product is C1(=CC=CC=C1)PC1=CC=CC=C1 (diphenylphosphine). Yield: 77.1%. Reaction SMILES: Cl[P:2]([C:9]1[CH:14]=[CH:13][CH:12]=[CH:11][CH:10]=1)[C:3]1[CH:8]=[CH:7][CH:6]=[CH:5][CH:4]=1.C(O)(=O)C.O.C1(C)C=CC=CC=1>CN(C)C=O.[Mn]>[C:9]1([PH:2][C:3]2[CH:4]=[CH:5][CH:6]=[CH:7][CH:8]=2)[CH:10]=[CH:11][CH:12]=[CH:13][CH:14]=1. Procedure: 1.04 g (4.71 mmol) of chlorodiphenylphosphine was added dropwise under a nitrogen gas atmosphere to a suspension of 129 mg (2.35 mmol) of manganese (powder) in 10 cm3 of N,N-dimethylformamide and the mixture was stirred at 100° C. for 6 hours. To the reaction mixture was added dropwise 601 mg (10 mmol) of acetic acid and then 10 cm3 of water and 10 cm3 of toluene. The mixture was stirred, the aqueous layer and the toluene layer were separated off, the toluene layer was dried over anhydrous sodiu...